From a dataset of the Open Reaction Database (ORD), a public repository of structured organic reaction records. describe an organic reaction: reactants, conditions, products, and yield Starting materials: [Br-], CC(C)[Mg+], N#CC(C#N)=Cc1ccc(Cl)cc1, Cl, [Cu]I, C1CCOC1. The product is CC(C)C(c1ccc(Cl)cc1)C(C#N)C#N. Reaction SMILES: [Br-:14].[CH:15]([CH3:16])([CH3:17])[Mg+:18].[Cl:1][c:2]1[cH:3][cH:4][c:5]([CH:6]=[C:7]([C:8]#[N:9])[C:10]#[N:11])[cH:12][cH:13]1.[ClH:19].[Cu:25][I:26].[O:20]1[CH2:21][CH2:22][CH2:23][CH2:24]1>>[Cl:1][c:2]1[cH:3][cH:4][c:5]([CH:6]([CH:7]([C:8]#[N:9])[C:10]#[N:11])[CH:15]([CH3:16])[CH3:17])[cH:12][cH:13]1.